This data is from the Open Reaction Database (ORD), a public repository of structured organic reaction records. The task is: describe an organic reaction: reactants, conditions, products, and yield The reactants are O=C([O-])[O-], C1COCCO1, O=C(C=Cc1ccccc1)C=Cc1ccccc1, O=C(C=Cc1ccccc1)C=Cc1ccccc1, O=C(C=Cc1ccccc1)C=Cc1ccccc1, CC(C)N1CC2(CC2)C(=O)N(C)c2cnc(Cl)nc21, [Cs+], [Cs+], CN1CCC(NC(=O)c2cc(Cl)c(N)cc2F)C1, [Pd+2]. Yields the product CC(C)N1CC2(CC2)C(=O)N(C)c2cnc(Nc3cc(F)c(C(=O)NC4CCN(C)C4)cc3Cl)nc21. As a reaction SMILES: [C:38](=[O:39])([O-:40])[O-:41].[CH2:44]1[O:45][CH2:46][CH2:47][O:48][CH2:49]1.[CH:51](=[CH:52][C:53]([CH:54]=[CH:55][c:56]1[cH:57][cH:58][cH:59][cH:60][cH:61]1)=[O:62])[c:63]1[cH:64][cH:65][cH:66][cH:67][cH:68]1.[CH:69](=[CH:70][C:71]([CH:72]=[CH:73][c:74]1[cH:75][cH:76][cH:77][cH:78][cH:79]1)=[O:80])[c:81]1[cH:82][cH:83][cH:84][cH:85][cH:86]1.[CH:87](=[CH:88][C:89]([CH:90]=[CH:91][c:92]1[cH:93][cH:94][cH:95][cH:96][cH:97]1)=[O:98])[c:99]1[cH:100][cH:101][cH:102][cH:103][cH:104]1.[Cl:1][c:2]1[n:3][cH:4][c:5]2[c:13]([n:14]1)[N:12]([CH:15]([CH3:16])[CH3:17])[CH2:11][C:8]1([C:7](=[O:18])[N:6]2[CH3:19])[CH2:9][CH2:10]1.[Cs+:42].[Cs+:43].[NH2:20][c:21]1[cH:22][c:23]([F:37])[c:24]([C:25](=[O:26])[NH:27][CH:28]2[CH2:29][N:30]([CH3:33])[CH2:31][CH2:32]2)[cH:34][c:35]1[Cl:36].[Pd+2:50]>>[c:2]1([NH:20][c:21]2[cH:22][c:23]([F:37])[c:24]([C:25](=[O:26])[NH:27][CH:28]3[CH2:29][N:30]([CH3:33])[CH2:31][CH2:32]3)[cH:34][c:35]2[Cl:36])[n:3][cH:4][c:5]2[c:13]([n:14]1)[N:12]([CH:15]([CH3:16])[CH3:17])[CH2:11][C:8]1([C:7](=[O:18])[N:6]2[CH3:19])[CH2:9][CH2:10]1. Reactants: ClC1=C(C(=CC(=C1)C(F)(F)F)Cl)C=1NC=CN1 (2-(2,6-dichloro-4-trifluoromethylphenyl)-imidazole), BrN1C(CCC1=O)=O (N-bromosuccinimide), O (water). The solvent is CN(C=O)C (dimethylformamide), CN(C=O)C (dimethylformamide). Reaction conditions: time 7 hour. The product is BrC=1N=C(NC1)C1=C(C=C(C=C1Cl)C(F)(F)F)Cl (4-bromo-2-(2,6-dichloro-4-trifluoromethylphenyl)-imidazole). Isolated yield 13.1%. RXN SMILES: [Br:1]N1C(=O)CCC1=O.[Cl:9][C:10]1[CH:15]=[C:14]([C:16]([F:19])([F:18])[F:17])[CH:13]=[C:12]([Cl:20])[C:11]=1[C:21]1[NH:22][CH:23]=[CH:24][N:25]=1.O>CN(C)C=O>[Br:1][C:24]1[N:25]=[C:21]([C:11]2[C:12]([Cl:20])=[CH:13][C:14]([C:16]([F:17])([F:18])[F:19])=[CH:15][C:10]=2[Cl:9])[NH:22][CH:23]=1. Procedure details: A solution of N-bromosuccinimide (0.63 g, 0.0036 mol) in dimethylformamide (dried over 4Å molecular sieve, 18 ml was added dropwise with stirring to a solution of 2-(2,6-dichloro-4-trifluoromethylphenyl)-imidazole (1.0 g, 0.0036 mol) in dimethylformamide (dried over 4Å molecular sieve, 18 ml) and stirred for 7 hours. The mixture was poured into water (180 ml) and extracted with dichloromethane (5×30 ml). The combined extracts were washed with water (3×50 ml), dried over anhydrous sodium sulphate...